From a dataset of the Open Reaction Database (ORD), a public repository of structured organic reaction records. describe an organic reaction: reactants, conditions, products, and yield Product: C(C)(C)(C)O[C@H](C(=O)OC)C1=C2N3CCC(OC\C=C/C[C@@H](OC=4C(=CC(=CC4C4=CC=CC(C5=CN2C(C(=C1C)C)=N5)=C4)F)F)C)(CC3)C (Methyl(2S)-2-(tert-butoxy)-2-[(22S,24Z)-17,19-difluoro-4,5,22,28-tetramethyl-21,27-dioxa-1,7,34-triazahexacyclo[26.2.2.16,9.110,14.02,7.015,20]tetratriaconta-2,4,6(34),8,10(33),11,13,15(20),16,18,24-undecaen-3-yl]acetate). Starting materials: C(C=C)OC1(CCN(CC1)C1=C(C(=C(C=2N1C=C(N2)C=2C=C(C=CC2)C2=C(C(=CC(=C2)F)F)O[C@@H](C)CC=C)C)C)[C@@H](C(=O)OC)OC(C)(C)C)C ((S)-methyl 2-(5-(4-(allyloxy)-4-methylpiperidin-1-yl)-2-(3′,5′-difluoro-2′-((S)-pent-4-en-2-yloxy)-[1,1′-biphenyl]-3-yl)-7,8-dimethylimidazo[1,2-a]pyridin-6-yl)-2-(tert-butoxy)acetate), C(C)(C)(C)O[C@H](C(=O)OC)C1=C2N3CCC(OCC=CC[C@@H](OC=4C=C(C=CC4C4=CC=CC(C5=CN2C(C=C1C)=N5)=C4)F)C)(CC3)C (methyl(2S)-2-(tert-butoxy)-2-[(22S)-18-fluoro-4,22,28-trimethyl-21,27-dioxa-1,7,34-triazahexacyclo[26.2.2.16,9.110,14.02,7.015,20]tetratriaconta-2,4,6(34),8,10(33),11,13,15(20),16,18,24-undecaen-3-yl]acetate). Procedure details: Prepared in 41.6% yield from (S)-methyl 2-(5-(4-(allyloxy)-4-methylpiperidin-1-yl)-2-(3′,5′-difluoro-2′-((S)-pent-4-en-2-yloxy)-[1,1′-biphenyl]-3-yl)-7,8-dimethylimidazo[1,2-a]pyridin-6-yl)-2-(tert-butoxy)acetate following the procedure for methyl(2S)-2-(tert-butoxy)-2-[(22S)-18-fluoro-4,22,28-trimethyl-21,27-dioxa-1,7,34-triazahexacyclo[26.2.2.16,9.110,14.02,7.015,20]tetratriaconta-2,4,6(34),8,10(33),11,13,15(20),16,18,24-undecaen-3-yl]acetate. LCMS (ESI, M+1): 688.2. Reaction SMILES: [CH2:1]([O:4][C:5]1([CH3:52])[CH2:10][CH2:9][N:8]([C:11]2[N:16]3[CH:17]=[C:18]([C:20]4[CH:21]=[C:22]([C:26]5[CH:31]=[C:30]([F:32])[CH:29]=[C:28]([F:33])[C:27]=5[O:34][C@H:35]([CH2:37]C=C)[CH3:36])[CH:23]=[CH:24][CH:25]=4)[N:19]=[C:15]3[C:14]([CH3:40])=[C:13]([CH3:41])[C:12]=2[C@H:42]([O:47][C:48]([CH3:51])([CH3:50])[CH3:49])[C:43]([O:45][CH3:46])=[O:44])[CH2:7][CH2:6]1)[CH:2]=[CH2:3].C(O[C@@H](C1C(C)=CC2=NC3=CN2C=1N1CCC(C)(OCC=CC[C@H](C)OC2C=C(F)C=CC=2C2C=C3C=CC=2)CC1)C(OC)=O)(C)(C)C>>[C:48]([O:47][C@@H:42]([C:12]1[C:13]([CH3:41])=[C:14]([CH3:40])[C:15]2=[N:19][C:18]3=[CH:17][N:16]2[C:11]=1[N:8]1[CH2:9][CH2:10][C:5]([CH3:52])([O:4][CH2:1][CH:2]=[CH:3][CH2:36][C@H:35]([CH3:37])[O:34][C:27]2[C:28]([F:33])=[CH:29][C:30]([F:32])=[CH:31][C:26]=2[C:22]2[CH:21]=[C:20]3[CH:25]=[CH:24][CH:23]=2)[CH2:6][CH2:7]1)[C:43]([O:45][CH3:46])=[O:44])([CH3:50])([CH3:51])[CH3:49]. Isolated yield 41.6%. Starting materials: CN(C)C=O, NC(=O)CCC(=O)NCl, [Na+], O=S([O-])O, c1ccc2[nH]ccc2c1. Yields the product Clc1c[nH]c2ccccc12. RXN SMILES: [CH3:24][N:25]([CH3:26])[CH:27]=[O:28].[Cl:10][NH:11][C:12](=[O:13])[CH2:14][CH2:15][C:16]([NH2:17])=[O:18].[Na+:23].[S:19](=[O:20])([OH:21])[O-:22].[nH:1]1[cH:2][cH:3][c:4]2[cH:5][cH:6][cH:7][cH:8][c:9]12>>[nH:1]1[cH:2][c:3]([Cl:10])[c:4]2[cH:5][cH:6][cH:7][cH:8][c:9]12. Starting materials: ClC1=CC=C(C=N1)OC1CCN(CC1)C(=O)OC(C)(C)C (tert-butyl 4-((6-chloropyridin-3-yl)oxy)piperidine-1-carboxylate), CS(=O)(=O)C=1C=C2CCNC2=CC1 (5-(methylsulfonyl)indoline). Product: C(C)(C)(C)OC(=O)N1CCC(CC1)OC=1C=NC(=CC1)N1CCC2=CC(=CC=C12)S(=O)(=O)C (tert-Butyl-4-((6-(5-(methylsulfonyl)indolin-1-yl)pyridin-3-yl)oxy)-piperidine-1-carboxylate). RXN SMILES: Cl[C:2]1[N:7]=[CH:6][C:5]([O:8][CH:9]2[CH2:14][CH2:13][N:12]([C:15]([O:17][C:18]([CH3:21])([CH3:20])[CH3:19])=[O:16])[CH2:11][CH2:10]2)=[CH:4][CH:3]=1.[CH3:22][S:23]([C:26]1[CH:27]=[C:28]2[C:32](=[CH:33][CH:34]=1)[NH:31][CH2:30][CH2:29]2)(=[O:25])=[O:24]>>[C:18]([O:17][C:15]([N:12]1[CH2:13][CH2:14][CH:9]([O:8][C:5]2[CH:6]=[N:7][C:2]([N:31]3[C:32]4[C:28](=[CH:27][C:26]([S:23]([CH3:22])(=[O:25])=[O:24])=[CH:34][CH:33]=4)[CH2:29][CH2:30]3)=[CH:3][CH:4]=2)[CH2:10][CH2:11]1)=[O:16])([CH3:21])([CH3:20])[CH3:19]. Reported procedure: The title compound was prepared by following the similar procedure as described in Example-1 by using tert-butyl 4-((6-chloropyridin-3-yl)oxy)piperidine-1-carboxylate (intermediate-6) and 5-(methylsulfonyl)indoline (intermediate-26) (0.160 g, 48.0%).